From a dataset of the Open Reaction Database (ORD), a public repository of structured organic reaction records. describe an organic reaction: reactants, conditions, products, and yield Reactants: BrC1=CC=C(C=C1)CC(=O)OCC (ethyl (4-bromophenyl)acetate), BrC1=CC=C(C=C1)CC(=O)OCC (ethyl (4-bromophenyl)acetate), BrC=1C=C(C=CC1)CC(=O)O (3-bromophenylacetic acid). Yields the product BrC=1C=C(C=CC1)CC(=O)OCC (Ethyl (3-bromophenyl)acetate). As a reaction SMILES: Br[C:2]1[CH:7]=[CH:6][C:5]([CH2:8][C:9]([O:11][CH2:12][CH3:13])=[O:10])=[CH:4][CH:3]=1.[Br:14]C1C=C(CC(O)=O)C=CC=1>>[Br:14][C:3]1[CH:4]=[C:5]([CH2:8][C:9]([O:11][CH2:12][CH3:13])=[O:10])[CH:6]=[CH:7][CH:2]=1. Procedure: Employing the same general procedure as for the preparation of ethyl (4-bromophenyl)acetate (Compound A), 100 g (463 mmol) of 3-bromophenylacetic acid was converted into the title compound (yellow oil) using 2 g of conc. H2SO4 and 500 ml of ethanol. Starting materials: C(C)(C)(C)OC(NCC1=C(C=CC(=C1)N)OC)=O (N-(5-amino-2-methoxyphenylmethyl)carbamic acid t-butyl ester), N,N-dimethylaminopyridine, C(=S)(Cl)Cl (thiophosgene), N (ammonia). Solvent: C(Cl)Cl (methylene chloride). Conditions: time 15 minute. The product is C(C)(C)(C)OC(NCC1=C(C=CC(=C1)NC(=S)N)OC)=O (N-(2-methoxy-5-thioureidophenylmethyl)carbamic acid t-butyl ester). Yield: 91.0%. As a reaction SMILES: [C:1]([O:5][C:6](=[O:18])[NH:7][CH2:8][C:9]1[CH:14]=[C:13]([NH2:15])[CH:12]=[CH:11][C:10]=1[O:16][CH3:17])([CH3:4])([CH3:3])[CH3:2].[NH3:19].[C:20](Cl)(Cl)=[S:21]>C(Cl)Cl>[C:1]([O:5][C:6](=[O:18])[NH:7][CH2:8][C:9]1[CH:14]=[C:13]([NH:15][C:20]([NH2:19])=[S:21])[CH:12]=[CH:11][C:10]=1[O:16][CH3:17])([CH3:4])([CH3:3])[CH3:2]. Procedure details: To a mixture of the compound (52 mg) obtained in Example 119 and N,N-dimethylaminopyridine (53 mg) in methylene chloride (5 ml), thiophosgene (0.02 ml) was added dropwise and stirred at room temperature for 15 min. To the reaction mixture, 28% aqueous ammonia solution (5 ml) was added and stirred at room temperature for 1.5 h. After neutralization with 2 N HCl, the reaction mixture was extracted with methylene chloride and the organic layer was washed successively with water and a saturated aque... The reactants are COc1cnc(C2CCOCC2)cc1N, [O-][I+2]([O-])[O-], [K+], [Na+], [OH-], O=S(=O)(O)O. The product is COc1cnc(C2CCOCC2)c(I)c1N. Reaction SMILES: [CH3:1][O:2][c:3]1[c:4]([NH2:15])[cH:5][c:6]([CH:9]2[CH2:10][CH2:11][O:12][CH2:13][CH2:14]2)[n:7][cH:8]1.[I+2:16]([O-:17])([O-:18])[O-:19].[K+:20].[Na+:22].[OH-:21].[S:23](=[O:24])(=[O:25])([OH:26])[OH:27]>>[CH3:1][O:2][c:3]1[c:4]([NH2:15])[c:5]([I:16])[c:6]([CH:9]2[CH2:10][CH2:11][O:12][CH2:13][CH2:14]2)[n:7][cH:8]1. Yields the product BrC1=C(C=CC(=C1)N1C(C=2C(C1=O)=CC=CC2)=O)CN2OCC(C2=O)(C)C (2-[(2-bromo-4-phthalimidophenyl)methyl]-4,4-dimethyl-3-isoxazolidinone). Reported procedure: This compound was prepared in a manner analogous to that of Example 10, using 2.0 grams (0.004 mole) of 2-[[2-bromo-4-[(2-carboxyphenyl)carbonylamino]phenyl]-methyl]-4,4-dimethyl-3-isoxazolidinone and 5.0 grams (0.061 mole) of sodium acetate in 50 mL of acetic anhydride. The solid was recrystallized from ethyl acetatehexane to yield 2-[(2-bromo-4-phthalimidophenyl)methyl]-4,4-dimethyl-3-isoxazolidinone; m.p. 158°-159° C. RXN SMILES: [Br:1][C:2]1[CH:7]=[C:6]([NH:8][C:9]([C:11]2[CH:16]=[CH:15][CH:14]=[CH:13][C:12]=2[C:17](O)=[O:18])=[O:10])[CH:5]=[CH:4][C:3]=1[CH2:20][N:21]1[C:25](=[O:26])[C:24]([CH3:28])([CH3:27])[CH2:23][O:22]1.C([O-])(=O)C.[Na+]>C(OC(=O)C)(=O)C>[Br:1][C:2]1[CH:7]=[C:6]([N:8]2[C:17](=[O:18])[C:12]3=[CH:13][CH:14]=[CH:15][CH:16]=[C:11]3[C:9]2=[O:10])[CH:5]=[CH:4][C:3]=1[CH2:20][N:21]1[C:25](=[O:26])[C:24]([CH3:28])([CH3:27])[CH2:23][O:22]1 |f:1.2|. Starting materials: BrC1=C(C=CC(=C1)NC(=O)C1=C(C=CC=C1)C(=O)O)CN1OCC(C1=O)(C)C (2-[[2-bromo-4-[(2-carboxyphenyl)carbonylamino]phenyl]-methyl]-4,4-dimethyl-3-isoxazolidinone), C(C)(=O)[O-].[Na+] (sodium acetate). The solvent is C(C)(=O)OC(C)=O (acetic anhydride). The reactants are CC(=O)OC1NC(=O)C1C(C)O[Si](C)(C)C(C)(C)C, CCC(=O)C(C)(C)O[Si](C)(C)C, CCN1CCCCC1, ClCCl, O=S(=O)([O-])C(F)(F)F. Product: CC(O[Si](C)(C)C(C)(C)C)C1C(=O)NC1C(C)C(=O)C(C)(C)O[Si](C)(C)C. RXN SMILES: [C:29]([O:30][CH:33]1[CH:34]([CH:38]([CH3:39])[O:40][Si:41]([CH3:42])([CH3:43])[C:44]([CH3:45])([CH3:46])[CH3:47])[C:35](=[O:37])[NH:36]1)(=[O:31])[CH3:32].[CH3:17][C:18]([CH3:19])([C:20]([CH2:21][CH3:22])=[O:23])[O:24][Si:25]([CH3:26])([CH3:27])[CH3:28].[CH3:9][CH2:10][N:11]1[CH2:12][CH2:13][CH2:14][CH2:15][CH2:16]1.[Cl:48][CH2:49][Cl:50].[O-:1][S:2]([C:3]([F:4])([F:5])[F:6])(=[O:7])=[O:8]>>[CH3:17][C:18]([CH3:19])([C:20]([CH:21]([CH3:22])[CH:33]1[CH:34]([CH:38]([CH3:39])[O:40][Si:41]([CH3:42])([CH3:43])[C:44]([CH3:45])([CH3:46])[CH3:47])[C:35](=[O:37])[NH:36]1)=[O:23])[O:24][Si:25]([CH3:26])([CH3:27])[CH3:28].